This data is from the Open Reaction Database (ORD), a public repository of structured organic reaction records. The task is: describe an organic reaction: reactants, conditions, products, and yield Starting materials: COC(=O)NC=1SC2=C(N1)C(=CC(=C2C)SC#N)C(C)C (2-(methyloxycarbonyl)amino-4-isopropyl-7-methyl-6-thiocyanato-benzothiazole), SC[C@@H](O)[C@H](O)CS (dithiothreitol), P(=O)([O-])([O-])[O-] (phosphate). The solvent is CCO (EtOH). The product is COC(=O)NC=1SC2=C(N1)C(=CC(=C2C)S)C(C)C (2-(Methyloxycarbonyl)amino-4-isopropyl-7-methyl-benzothiazole-6-thiol). RXN SMILES: [CH3:1][O:2][C:3]([NH:5][C:6]1[S:7][C:8]2[C:14]([CH3:15])=[C:13]([S:16]C#N)[CH:12]=[C:11]([CH:19]([CH3:21])[CH3:20])[C:9]=2[N:10]=1)=[O:4].SC[C@H]([C@@H](CS)O)O.P([O-])([O-])([O-])=O>CCO>[CH3:1][O:2][C:3]([NH:5][C:6]1[S:7][C:8]2[C:14]([CH3:15])=[C:13]([SH:16])[CH:12]=[C:11]([CH:19]([CH3:21])[CH3:20])[C:9]=2[N:10]=1)=[O:4]. Procedure: The title compound was prepared according to General Method 14 using 2-(methyloxycarbonyl)amino-4-isopropyl-7-methyl-6-thiocyanato-benzothiazole (1.5 g, 4.7 mmol), dithiothreitol (2.9 g, 18.7 mmol), EtOH (50 mL), and phosphate buffer (15 mL). MS (APCI): 296 (M−H). The reactants are CC1=CC=C(CP(OCC2=CC=CC=C2)=O)C=C1 (4-methylbenzyl-O-benzylphosphinic acid), [H-].[Na+] (sodium hydride), C(C1=CC=CC=C1)OC(=O)C(CP(O)(=O)CCCC1=CC=CC=C1)CCC(=O)OCC1=CC=CC=C1 (2,4-di(benzyloxycarbonyl)-butyl(3-phenylpropyl)phosphinic acid). The solvent is CCOC(=O)C (EtOAc), C1CCOC1 (THF). Run at time 4 hour. The product is C1(=CC=CC=C1)CCCP(=O)(O)CC(C(=O)O)CCC(=O)O (2-[(3-phenylpropylhydroxyphosphinyl)methyl]pentanedioic acid). The yield is 163.0%. Reaction SMILES: CC1C=CC(CP(=O)OCC2C=CC=CC=2)=CC=1.[H-].[Na+].C([O:28][C:29]([CH:31]([CH2:45][CH2:46][C:47]([O:49]CC1C=CC=CC=1)=[O:48])[CH2:32][P:33]([CH2:36][CH2:37][CH2:38][C:39]1[CH:44]=[CH:43][CH:42]=[CH:41][CH:40]=1)(=[O:35])[OH:34])=[O:30])C1C=CC=CC=1>C1COCC1.CCOC(C)=O>[C:39]1([CH2:38][CH2:37][CH2:36][P:33]([CH2:32][CH:31]([CH2:45][CH2:46][C:47]([OH:49])=[O:48])[C:29]([OH:30])=[O:28])([OH:35])=[O:34])[CH:44]=[CH:43][CH:42]=[CH:41][CH:40]=1 |f:1.2|. Procedure: To a solution of 4-methylbenzyl-O-benzylphosphinic acid (2, R=4-methylbenzyl) (2.16 g, 8.3 mmol) in THF (15 Ml) was added sodium hydride (0.10 g, 60% dispersion in oil) followed by dibenzyl 2-methylenepentanedioate (3) (3.24 g) at 0° C., and the mixture was stirred at room temperature for 4 hours. The reaction mixture was then diluted with EtOAc (50 Ml) and poured into 1 N Hcl (50 Ml). The organic layer was separated, dried over Na2SO4, and concentrated. This material was purified by silica gel ... Yield: 85.8%. Product: CN1N=CN=C1CC#N (2-(1-methyl-1H-1,2,4-triazol-5-yl)acetonitrile). Run at time 16 hour. Reported procedure: A solution of 5-(chloromethyl)-1-methyl-1H-1,2,4-triazole hydrochloride (1.5 g, 11.45 mmol) in dimethylsulfoxide (30 mL) was added to a stirred suspension of sodium cyanide (3.366 g, 68.70 mmol) in dimethylsulfoxide (20 mL), and the reaction mixture was stirred at room temperature for 16 h. The mixture was partitioned between ethyl acetate and water. The organic layer was dried over sodium sulfate and concentrated. The resulting crude product was purified via column chromatography (100-200 mesh ... As a reaction SMILES: Cl.Cl[CH2:3][C:4]1[N:8]([CH3:9])[N:7]=[CH:6][N:5]=1.[C-:10]#[N:11].[Na+]>CS(C)=O>[CH3:9][N:8]1[C:4]([CH2:3][C:10]#[N:11])=[N:5][CH:6]=[N:7]1 |f:0.1,2.3|. The reactants are Cl.ClCC1=NC=NN1C (5-(chloromethyl)-1-methyl-1H-1,2,4-triazole hydrochloride), [C-]#N.[Na+] (sodium cyanide). Run in CS(=O)C (dimethylsulfoxide), CS(=O)C (dimethylsulfoxide). Yields the product N#Cc1ccc(O)c2c1CCCC2. Reactants: CC(=O)[O-], CCO, Cl, Cl, NO, [Na+], [Na+], C1CCOC1, [OH-], O, O=Cc1ccc(O)c2c1CCCC2. Reaction SMILES: [CH3:18][C:19](=[O:20])[O-:21].[CH3:31][CH2:32][OH:33].[ClH:14].[ClH:24].[NH2:15][OH:16].[Na+:17].[Na+:23].[O:25]1[CH2:26][CH2:27][CH2:28][CH2:29]1.[OH-:22].[OH2:30].[OH:1][c:2]1[cH:3][cH:4][c:5]([CH:12]=[O:13])[c:6]2[c:11]1[CH2:10][CH2:9][CH2:8][CH2:7]2>>[OH:1][c:2]1[cH:3][cH:4][c:5]([C:12]#[N:15])[c:6]2[c:11]1[CH2:10][CH2:9][CH2:8][CH2:7]2. The reactants are [Br-], CCC[Mg+], C1CCOC1, O=Cc1ccc(Cl)nc1. Yields the product CCCC(O)c1ccc(Cl)nc1. As a reaction SMILES: [Br-:10].[CH2:11]([CH2:12][CH3:13])[Mg+:14].[CH2:15]1[O:16][CH2:17][CH2:18][CH2:19]1.[Cl:1][c:2]1[n:3][cH:4][c:5]([CH:6]=[O:7])[cH:8][cH:9]1>>[Cl:1][c:2]1[n:3][cH:4][c:5]([CH:6]([OH:7])[CH2:11][CH2:12][CH3:13])[cH:8][cH:9]1. Starting materials: COc1ccc(N2CCOCC2)c2sc(NC(=O)c3ccnc(Br)c3)nc12, [H-], [Na+], C1COCCO1, CN(C)C=O, OCCN1CCOCC1. Product: COc1ccc(N2CCOCC2)c2sc(NC(=O)c3ccnc(OCCN4CCOCC4)c3)nc12. Reaction SMILES: [Br:1][c:2]1[cH:3][c:4]([C:5](=[O:6])[NH:7][c:8]2[s:9][c:10]3[c:11]([n:12]2)[c:13]([O:23][CH3:24])[cH:14][cH:15][c:16]3[N:17]2[CH2:18][CH2:19][O:20][CH2:21][CH2:22]2)[cH:25][cH:26][n:27]1.[H-:28].[Na+:29].[O:39]1[CH2:40][CH2:41][O:42][CH2:43][CH2:44]1.[O:45]=[CH:46][N:47]([CH3:48])[CH3:49].[OH:30][CH2:31][CH2:32][N:33]1[CH2:34][CH2:35][O:36][CH2:37][CH2:38]1>>[c:2]1([O:30][CH2:31][CH2:32][N:33]2[CH2:34][CH2:35][O:36][CH2:37][CH2:38]2)[cH:3][c:4]([C:5](=[O:6])[NH:7][c:8]2[s:9][c:10]3[c:11]([n:12]2)[c:13]([O:23][CH3:24])[cH:14][cH:15][c:16]3[N:17]2[CH2:18][CH2:19][O:20][CH2:21][CH2:22]2)[cH:25][cH:26][n:27]1. Reactants: BrC(C(=O)OCC)(F)F (ethyl bromodifluoroacetate), C(C1=CC=CC=C1)OC=1C=C(C=CC1)\C(\C)=N\[S@](=O)C(C)(C)C ((R,E)-N-(1-(3-(benzyloxy)phenyl)ethylidene)-2-methylpropane-2-sulfinamide), C(C)O (ethanol), cuprous chloride. Reagents/catalysts: [Zn] (Zinc). Run in O1CCCC1 (tetrahydrofuran), O1CCCC1 (tetrahydrofuran), O1CCCC1 (tetrahydrofuran). Reaction conditions: time 30 minute. Product: C(C)OC(C([C@](C)(N[S@](=O)C(C)(C)C)C1=CC(=CC=C1)OCC1=CC=CC=C1)(F)F)=O ((R)-3-(3-benzyloxy-phenyl)-2,2-difluoro-3-((R)-2-methyl-propane-2-sulfinylamino)-butyric acid ethyl ester). Yield: 66.0%. Reaction SMILES: Br[C:2]([F:9])([F:8])[C:3]([O:5][CH2:6][CH3:7])=[O:4].[CH2:10]([O:17][C:18]1[CH:19]=[C:20](/[C:24](=[N:26]/[S@@:27]([C:29]([CH3:32])([CH3:31])[CH3:30])=[O:28])/[CH3:25])[CH:21]=[CH:22][CH:23]=1)[C:11]1[CH:16]=[CH:15][CH:14]=[CH:13][CH:12]=1.C(O)C>O1CCCC1.[Zn]>[CH2:6]([O:5][C:3](=[O:4])[C:2]([F:9])([F:8])[C@@:24]([C:20]1[CH:21]=[CH:22][CH:23]=[C:18]([O:17][CH2:10][C:11]2[CH:16]=[CH:15][CH:14]=[CH:13][CH:12]=2)[CH:19]=1)([NH:26][S@@:27]([C:29]([CH3:32])([CH3:31])[CH3:30])=[O:28])[CH3:25])[CH3:7]. Reported procedure: Zinc (5.07 g, 77.5 mmol) and cuprous chloride (2.64 g, 25.8 mmol) were stirred in a dried apparatus and heated for 1 minute with a heat gun under a flow of argon. After cooling to room temperature, tetrahydrofuran (85.1 ml) was added. The reaction mixture was stirred in a 70° C. oil bath for 30 minutes, then cooled to room temperature. A solution of ethyl bromodifluoroacetate (13.5 g, 8.54 ml, 64.6 mmol) in tetrahydrofuran (25.5 ml) was added dropwise while maintaining the temperature between 26... Starting materials: O=C1OC(=O)C2CC1C1CCCC21, NCCCCN1CCN(c2cncc(Cl)n2)CC1, O. The product is O=C1C2CC(C(=O)N1CCCCN1CCN(c3cncc(Cl)n3)CC1)C1CCCC21. Reaction SMILES: [CH:1]12[CH:2]3[CH2:3][CH:4]([CH:5]1[CH2:6][CH2:7][CH2:8]2)[C:9](=[O:10])[O:11][C:12]3=[O:13].[NH2:14][CH2:15][CH2:16][CH2:17][CH2:18][N:19]1[CH2:20][CH2:21][N:22]([c:25]2[n:26][c:27]([Cl:31])[cH:28][n:29][cH:30]2)[CH2:23][CH2:24]1.[OH2:32]>>[CH:1]12[CH:2]3[CH2:3][CH:4]([CH:5]1[CH2:6][CH2:7][CH2:8]2)[C:9](=[O:11])[N:14]([CH2:15][CH2:16][CH2:17][CH2:18][N:19]1[CH2:20][CH2:21][N:22]([c:25]2[n:26][c:27]([Cl:31])[cH:28][n:29][cH:30]2)[CH2:23][CH2:24]1)[C:12]3=[O:13]. Starting materials: CN1N=NC(=C1CO)C1=NC=CC=C1 ((3-methyl-5-pyridin-2-yl-3H-[1,2,3]triazol-4-yl)-methanol), ClC=1N=NC(=CC1)Cl (3,6-dichloropyridazine), ice water, [H-].[Na+] (sodium hydride). Solvent: C1CCOC1 (THF), C1CCOC1 (THF), C1CCOC1 (THF). Conditions: time 30 minute. The product is ClC=1N=NC(=CC1)OCC=1N(N=NC1C1=NC=CC=C1)C (3-Chloro-6-(3-methyl-5-pyridin-2-yl-3H-[1,2,3]triazol-4-ylmethoxy)-pyridazine). Yield: 99.1%. Reaction SMILES: [H-].[Na+].[CH3:3][N:4]1[C:8]([CH2:9][OH:10])=[C:7]([C:11]2[CH:16]=[CH:15][CH:14]=[CH:13][N:12]=2)[N:6]=[N:5]1.[Cl:17][C:18]1[N:19]=[N:20][C:21](Cl)=[CH:22][CH:23]=1>C1COCC1>[Cl:17][C:18]1[N:19]=[N:20][C:21]([O:10][CH2:9][C:8]2[N:4]([CH3:3])[N:5]=[N:6][C:7]=2[C:11]2[CH:16]=[CH:15][CH:14]=[CH:13][N:12]=2)=[CH:22][CH:23]=1 |f:0.1|. Procedure details: To a suspension of sodium hydride (55%, 92 mg, 2.10 mmol) in THF (3 mL) was added a solution of (3-methyl-5-pyridin-2-yl-3H-[1,2,3]triazol-4-yl)-methanol (400 mg, 2.103 mmol) in THF (5 mL) under ice cooling. The mixture was then allowed to warm up to room temperature and stirred for 30 min. Again under ice cooling was added a solution of 3,6-dichloropyridazine (315 mg, 2.10 mmol) in THF (5 mL) and the resulting mixture stirred at room temperature for 16 h. The mixture was then poured into ice wa...